This data is from the Open Reaction Database (ORD), a public repository of structured organic reaction records. The task is: describe an organic reaction: reactants, conditions, products, and yield Reactants: CC(=O)NC(Cc1ccccc1)CC(O)C(Cc1ccccc1)N(Cc1ccccc1)Cc1ccccc1, CO. Product: CC(=O)NC(Cc1ccccc1)CC(O)C(N)Cc1ccccc1. As a reaction SMILES: [CH2:1]([N:8]([CH2:2][c:3]1[cH:4][cH:5][cH:6][cH:7][cH:9]1)[CH:16]([CH2:17][c:18]1[cH:19][cH:20][cH:21][cH:22][cH:23]1)[CH:24]([CH2:25][CH:26]([CH2:27][c:28]1[cH:29][cH:30][cH:31][cH:32][cH:33]1)[NH:34][C:35]([CH3:36])=[O:37])[OH:38])[c:10]1[cH:11][cH:12][cH:13][cH:14][cH:15]1.[CH3:39][OH:40]>>[NH2:8][CH:16]([CH2:17][c:18]1[cH:19][cH:20][cH:21][cH:22][cH:23]1)[CH:24]([CH2:25][CH:26]([CH2:27][c:28]1[cH:29][cH:30][cH:31][cH:32][cH:33]1)[NH:34][C:35]([CH3:36])=[O:37])[OH:38]. Starting materials: C1CCOC1, COc1ccc2c(c1)CCC2=O, CCCC[N+](CCCC)(CCCC)CCCC, Cl, [F-], C[Si](C)(C)C(F)(F)F. Product: COc1ccc2c(c1)CCC2(O)C(F)(F)F. Reaction SMILES: [CH2:40]1[O:41][CH2:42][CH2:43][CH2:44]1.[CH3:1][O:2][c:3]1[cH:4][c:5]2[c:9]([cH:10][cH:11]1)[C:8](=[O:12])[CH2:7][CH2:6]2.[CH3:22][CH2:23][CH2:24][CH2:25][N+:26]([CH2:27][CH2:28][CH2:29][CH3:30])([CH2:31][CH2:32][CH2:33][CH3:34])[CH2:35][CH2:36][CH2:37][CH3:38].[ClH:39].[F-:21].[F:13][C:14]([F:15])([F:16])[Si:17]([CH3:18])([CH3:19])[CH3:20]>>[CH3:1][O:2][c:3]1[cH:4][c:5]2[c:9]([cH:10][cH:11]1)[C:8]([OH:12])([C:14]([F:13])([F:15])[F:16])[CH2:7][CH2:6]2. Starting materials: NC1=C(N=NN1C(CCCC1=CC=CC=C1)C(C)O)C(=O)N (5-amino-1-[1-(1-hydroxy-ethyl)-4-phenyl-butyl]-1H-[1,2,3]triazole-4-carboxamide), O1CCN(CC1)S(=O)(=O)C1=CC=C(C=C1)CC(=O)OC (methyl 4-morpholinosulphonylphenylacetate). The product is OC(C)C(CCCC1=CC=CC=C1)N1N=NC2=C1N=C(NC2=O)CC2=CC=C(C=C2)S(=O)(=O)N2CCOCC2 (3-[1-(1-Hydroxy-ethyl)-4-phenyl-butyl]-5-[4-(morpholine-4-sulphonyl)-benzyl]-3,6-dihydro-[1,2,3]triazolo[4,5-d]pyrimidin-7-one). As a reaction SMILES: [NH2:1][C:2]1[N:6]([CH:7]([CH:17]([OH:19])[CH3:18])[CH2:8][CH2:9][CH2:10][C:11]2[CH:16]=[CH:15][CH:14]=[CH:13][CH:12]=2)[N:5]=[N:4][C:3]=1[C:20]([NH2:22])=[O:21].[O:23]1[CH2:28][CH2:27][N:26]([S:29]([C:32]2[CH:37]=[CH:36][C:35]([CH2:38][C:39](OC)=O)=[CH:34][CH:33]=2)(=[O:31])=[O:30])[CH2:25][CH2:24]1>>[OH:19][CH:17]([CH:7]([N:6]1[C:2]2[N:1]=[C:39]([CH2:38][C:35]3[CH:34]=[CH:33][C:32]([S:29]([N:26]4[CH2:27][CH2:28][O:23][CH2:24][CH2:25]4)(=[O:31])=[O:30])=[CH:37][CH:36]=3)[NH:22][C:20](=[O:21])[C:3]=2[N:4]=[N:5]1)[CH2:8][CH2:9][CH2:10][C:11]1[CH:12]=[CH:13][CH:14]=[CH:15][CH:16]=1)[CH3:18]. Procedure: Analogously to the procedure of Example 29, the title compound is prepared from 10 mg (0.024 mmol) of 5-amino-1-[1-(1-hydroxy-ethyl)-4-phenyl-butyl]-1H-[1,2,3]triazole-4-carboxamide and 30 mg (0.107 mmol) of methyl 4-morpholinosulphonylphenylacetate. Reactants: --NHCH2CH2NHCH2CH2C(O)--2, C(C=C)(=O)OC (Methyl acrylate), C(CN)N (ethylenediamine), COC(CCNCCN)=O (N-(2-aminoethyl)-β-alanine methyl ester). Solvent: O (water). Conditions: time 4 hour. The product is N1CCNC(CCNCCNC(CC1)=O)=O (1,4,8,11-Tetraazacyclotetradecane-5,12-dione). RXN SMILES: [C:1]([O:5]C)(=O)[CH:2]=[CH2:3].[CH2:7]([NH2:10])[CH2:8][NH2:9].C[O:12][C:13](=O)[CH2:14][CH2:15][NH:16][CH2:17][CH2:18][NH2:19]>O>[NH:9]1[CH2:3][CH2:2][C:1](=[O:5])[NH:19][CH2:18][CH2:17][NH:16][CH2:15][CH2:14][C:13](=[O:12])[NH:10][CH2:7][CH2:8]1. Procedure: Methyl acrylate (344 g, 4.0 moles) was added dropwise into neat ethylenediamine (240 g, 4.0 moles) while stirring. Addition was conducted at such a rate that the reaction temperature did not exceed 45° C. Addition time was 4.0 hours. The crude colorless product, N-(2-aminoethyl)-β-alanine methyl ester (580 g), was dissolved in deionized water to give a concentration of about 25 weight percent. Allowing the solution to stand at room temperature for 2-3 days caused a white solid product to slowly ... Yield: 96.2%. As a reaction SMILES: [C:1]1([C:7]2[CH:12]=[CH:11][CH:10]=[C:9]([N:13]3[CH2:18][CH2:17][O:16][CH2:15][CH2:14]3)[N:8]=2)[CH:6]=[CH:5][CH:4]=[CH:3][CH:2]=1.[I:19]N1C(=O)CCC1=O>CN(C)C=O>[C:1]1([C:7]2[C:12]([I:19])=[CH:11][CH:10]=[C:9]([N:13]3[CH2:18][CH2:17][O:16][CH2:15][CH2:14]3)[N:8]=2)[CH:2]=[CH:3][CH:4]=[CH:5][CH:6]=1. Starting materials: IN1C(CCC1=O)=O (N-iodosuccinimide), C1(=CC=CC=C1)C1=NC(=CC=C1)N1CCOCC1 (2-phenyl-6-morpholinopyridine), IN1C(CCC1=O)=O (N-iodosuccinimide). Run in CN(C=O)C (N,N-dimethylformamide). Procedure: A solution of 750 mg of 2-phenyl-6-morpholinopyridine and 5 ml of N,N-dimethylformamide was stirred in an ice bath, and to the mixture was added 740 mg of N-iodosuccinimide, followed by stirring at room temperature overnight. Further, 70 mg of N-iodosuccinimide was added thereto, followed by stirring at room temperature for 5 hours. The reaction mixture was extracted by adding ethyl acetate, water and sodium sulfite thereto, and the organic phase was washed with water and brine, dried over anhyd... Reaction conditions: time 8 hour. Yields the product C1(=CC=CC=C1)C1=NC(=CC=C1I)N1CCOCC1 (2-Phenyl-6-morpholino-3-iodopyridine). The reactants are [Cl-].[Al+3].[Cl-].[Cl-] (aluminum chloride), C(C)(=O)C1=CC2=CC=C(C(=C2C=C1)Br)OC (2-acetyl-5-bromo-6-methoxynaphthalene), Cl (hydrochloric acid), ice. Run in C1(=CC=CC=C1)C (toluene). Reaction conditions: time 20 hour. Product: C(C)(=O)C1=CC2=CC=C(C=C2C=C1)OC (2-acetyl-6-methoxynaphthalene). As a reaction SMILES: [Cl-].[Al+3].[Cl-].[Cl-].[C:5]([C:8]1[CH:17]=[CH:16][C:15]2[C:10](=[CH:11][CH:12]=[C:13]([O:19][CH3:20])[C:14]=2Br)[CH:9]=1)(=[O:7])[CH3:6].Cl>C1(C)C=CC=CC=1>[C:5]([C:8]1[CH:17]=[CH:16][C:15]2[C:10](=[CH:11][CH:12]=[C:13]([O:19][CH3:20])[CH:14]=2)[CH:9]=1)(=[O:7])[CH3:6] |f:0.1.2.3|. Procedure: 8.2 Grams of anhydrous aluminum chloride and 59 ml of toluene are added to the solution of 2-acetyl-5-bromo-6-methoxynaphthalene obtained in example 1, keeping the temperature at -10° C. The reaction mixture is kept under stirring at room temperature for 20 hours and then it is slowly poured into a mixture made by 200 g of crushed ice and by 75 ml of a 35% (w/v) aqueous solution of hydrochloric acid. The reactants are C(C)OC(=O)C(=CNNC1=C(C=C(C=C1Cl)C(F)(F)F)Cl)C(C)=O (N-[2-ethoxycarbonyl-2-acetylvinyl]-N'-(2,6-dichloro-4-trifluoromethyl-phenyl)-hydrazine), S(O)(O)(=O)=O (sulphuric acid). Run in C(C)O (ethanol). The product is C(C)OC(=O)C=1C=NN(C1C)C1=C(C=C(C=C1Cl)C(F)(F)F)Cl (4-ethoxycarbonyl-5-methyl-1-(2,6-dichloro-4-trifluoromethyl-phenyl)-pyrazole). The yield is 85.9%. RXN SMILES: [CH2:1]([O:3][C:4]([C:6]([C:22](=O)[CH3:23])=[CH:7][NH:8][NH:9][C:10]1[C:15]([Cl:16])=[CH:14][C:13]([C:17]([F:20])([F:19])[F:18])=[CH:12][C:11]=1[Cl:21])=[O:5])[CH3:2].S(=O)(=O)(O)O>C(O)C>[CH2:1]([O:3][C:4]([C:6]1[CH:7]=[N:8][N:9]([C:10]2[C:15]([Cl:16])=[CH:14][C:13]([C:17]([F:20])([F:19])[F:18])=[CH:12][C:11]=2[Cl:21])[C:22]=1[CH3:23])=[O:5])[CH3:2]. Procedure details: 5 g (0.013 mole) of N-[2-ethoxycarbonyl-2-acetylvinyl]-N'-(2,6-dichloro-4-trifluoromethyl-phenyl)-hydrazine are dissolved in 50 ml of ethanol, 1 ml of concentrated sulphuric acid is added and the mixture is heated for 1 hour under reflux. The reaction mixture is concentrated in vacuo, taken up in methylene chloride, washed with saturated sodium hydrogen carbonate solution, the methylene chloride phase is dried over magnesium sulphate and concentrated in vacuo. 4.1 g (86% of theory) of 4-ethoxyca...